Dataset: the Open Reaction Database (ORD), a public repository of structured organic reaction records. Task: describe an organic reaction: reactants, conditions, products, and yield Reactants: C(#N)C1=CC=C(C=C1)[C@@H]1CC[C@H](CC1)O (trans-4-(4-cyanophenyl)cyclohexanol), C(C=C)[C@H]1C(N([C@@H](C1)COS(=O)(=O)C)CCCC1=CC=CC=C1)=O ((3R,5S)-3-allyl-5-[(methanesulphonyl)oxymethyl]-1-(3-phenylpropyl)-2-pyrrolidinone), [OH-].[K+] (potassium hydroxide), polyethyleneglycol-750 monomethylether, Cl (hydrochloric acid). Solvent: O (water). Product: C(C=C)[C@H]1C(N([C@@H](C1)CO[C@@H]1CC[C@H](CC1)C1=CC=C(C=C1)C#N)CCCC1=CC=CC=C1)=O ((3R,5S)-3-Allyl-5-[[trans-4-(4-cyanophenyl)cyclohexyl)oxymethyl]-1-(3-phenylpropyl)-2-pyrrolidinone). RXN SMILES: [C:1]([C:3]1[CH:8]=[CH:7][C:6]([C@H:9]2[CH2:14][CH2:13][C@H:12]([OH:15])[CH2:11][CH2:10]2)=[CH:5][CH:4]=1)#[N:2].[CH2:16]([C@@H:19]1[CH2:23][C@@H:22]([CH2:24]OS(C)(=O)=O)[N:21]([CH2:30][CH2:31][CH2:32][C:33]2[CH:38]=[CH:37][CH:36]=[CH:35][CH:34]=2)[C:20]1=[O:39])[CH:17]=[CH2:18].[OH-].[K+].Cl>O>[CH2:16]([C@@H:19]1[CH2:23][C@@H:22]([CH2:24][O:15][C@H:12]2[CH2:13][CH2:14][C@H:9]([C:6]3[CH:5]=[CH:4][C:3]([C:1]#[N:2])=[CH:8][CH:7]=3)[CH2:10][CH2:11]2)[N:21]([CH2:30][CH2:31][CH2:32][C:33]2[CH:38]=[CH:37][CH:36]=[CH:35][CH:34]=2)[C:20]1=[O:39])[CH:17]=[CH2:18] |f:2.3|. Procedure details: 0.73 g of trans-4-(4-cyanophenyl)cyclohexanol, 2.8 g of (3R,5S)-3-allyl-5-[(methanesulphonyl)oxymethyl]-1-(3-phenylpropyl)-2-pyrrolidinone, 2.5 ml of 60% aqueous potassium hydroxide solution and 0.3 g of polyethyleneglycol-750 monomethylether (bound to polystyrene-1% divinylbenzene) are stirred for 24 hours at 45° C. Ice and water are added to the mixture, it is acidified with hydrochloric acid and extracted with ethyl acetate. The organic phase is dried with sodium sulphate, concentrated by eva... Starting materials: BrCC(=O)OCC (ethyl bromoacetate), FC1(CCC(CC1)C1=C(C(=NC=2CC(CC(C12)O)(C)C)C1CCN(CC1)C1=NC=C(C=N1)O)C(C1=CC=C(C=C1)C(F)(F)F)F)F ((−)-4-(4,4-Difluorocyclohexyl)-3-{fluoro[4-(trifluoromethyl)phenyl]methyl}-2-[1-(5-hydroxypyrimidin-2-yl)piperidin-4-yl]-7,7-dimethyl-5,6,7,8-tetrahydroquinolin-5-ol). Yields the product FC1(CCC(CC1)C1=C(C(=NC=2CC(CC(C12)O)(C)C)C1CCN(CC1)C1=NC=C(C=N1)OCC(=O)OCC)C(C1=CC=C(C=C1)C(F)(F)F)F)F (4-(4,4-Difluorocyclohexyl)-2-{1-[5-(2-ethoxy-2-oxoethoxy)pyrimidin-2-yl]piperidin-4-yl}-3-{fluoro[4-(trifluoromethyl)phenyl]methyl}-7,7-dimethyl-5,6,7,8-tetrahydroquinolin-5-ol). RXN SMILES: Br[CH2:2][C:3]([O:5][CH2:6][CH3:7])=[O:4].[F:8][C:9]1([F:53])[CH2:14][CH2:13][CH:12]([C:15]2[C:24]3[CH:23]([OH:25])[CH2:22][C:21]([CH3:27])([CH3:26])[CH2:20][C:19]=3[N:18]=[C:17]([CH:28]3[CH2:33][CH2:32][N:31]([C:34]4[N:39]=[CH:38][C:37]([OH:40])=[CH:36][N:35]=4)[CH2:30][CH2:29]3)[C:16]=2[CH:41]([F:52])[C:42]2[CH:47]=[CH:46][C:45]([C:48]([F:51])([F:50])[F:49])=[CH:44][CH:43]=2)[CH2:11][CH2:10]1>>[F:53][C:9]1([F:8])[CH2:10][CH2:11][CH:12]([C:15]2[C:24]3[CH:23]([OH:25])[CH2:22][C:21]([CH3:26])([CH3:27])[CH2:20][C:19]=3[N:18]=[C:17]([CH:28]3[CH2:29][CH2:30][N:31]([C:34]4[N:39]=[CH:38][C:37]([O:40][CH2:2][C:3]([O:5][CH2:6][CH3:7])=[O:4])=[CH:36][N:35]=4)[CH2:32][CH2:33]3)[C:16]=2[CH:41]([F:52])[C:42]2[CH:43]=[CH:44][C:45]([C:48]([F:49])([F:51])[F:50])=[CH:46][CH:47]=2)[CH2:13][CH2:14]1. Procedure details: Reactions similar to those of Example 13 were performed except for using ethyl bromoacetate instead of ethyl iodide, and from 82 mg (0.13 mmol) of (−)-4-(4,4-Difluorocyclohexyl)-3-{fluoro[4-(trifluoromethyl)phenyl]methyl}-2-[1-(5-hydroxypyrimidin-2-yl)piperidin-4-yl]-7,7-dimethyl-5,6,7,8-tetrahydroquinolin-5-ol, which was prepared by a method similar to that of Example 4, 61 mg of 4-(4,4-Difluorocyclohexyl)-2-{1-[5-(2-ethoxy-2-oxoethoxy)pyrimidin-2-yl]piperidin-4-yl}-3-{fluoro[4-(trifluoromethyl... Reactants: CS(=O)(=O)O (Methanesulfonic acid), CC=1C(=NC=C(C1)C)COC1=CC=C(C=C1)C=1C(C(OC1C1=CC=C(C=C1)OC)(C)C)=O (4-(4-((3,5-dimethylpyridin-2-yl)methoxy)phenyl)-5-(4-methoxyphenyl)-2,2-dimethylfuran-3(2H)-one). Run in C(Cl)Cl (DCM), C(C)OCC (diethyl ether). Conditions: time 4 hour. Procedure: Methanesulfonic acid (445.0 mg, 4.6 mmol) was added to a solution of 4-(4-((3,5-dimethylpyridin-2-yl)methoxy)phenyl)-5-(4-methoxyphenyl)-2,2-dimethylfuran-3(2H)-one (2.01 g, 4.6 mmol) in DCM (3 ml) and diethyl ether (150 mL) at RT under an atmosphere of nitrogen. The reaction mixture was stirred at RT for 4 h and the solids were removed by filtration. The solid was washed with 20% DCM in diethyl ether and dried under vacuo to afford 4-(4-((3,5-dimethylpyridin-2-yl)methoxy)phenyl)-5-(4-methoxyphe... The yield is 86.9%. The product is CS(=O)(=O)O.CC=1C(=NC=C(C1)C)COC1=CC=C(C=C1)C=1C(C(OC1C1=CC=C(C=C1)OC)(C)C)=O (4-(4-((3,5-dimethylpyridin-2-yl)methoxy)phenyl)-5-(4-methoxyphenyl)-2,2-dimethylfuran-3(2H)-one methanesulfonate). As a reaction SMILES: [CH3:1][S:2]([OH:5])(=[O:4])=[O:3].[CH3:6][C:7]1[C:8]([CH2:14][O:15][C:16]2[CH:21]=[CH:20][C:19]([C:22]3[C:23](=[O:37])[C:24]([CH3:36])([CH3:35])[O:25][C:26]=3[C:27]3[CH:32]=[CH:31][C:30]([O:33][CH3:34])=[CH:29][CH:28]=3)=[CH:18][CH:17]=2)=[N:9][CH:10]=[C:11]([CH3:13])[CH:12]=1>C(Cl)Cl.C(OCC)C>[CH3:1][S:2]([OH:5])(=[O:4])=[O:3].[CH3:6][C:7]1[C:8]([CH2:14][O:15][C:16]2[CH:17]=[CH:18][C:19]([C:22]3[C:23](=[O:37])[C:24]([CH3:35])([CH3:36])[O:25][C:26]=3[C:27]3[CH:32]=[CH:31][C:30]([O:33][CH3:34])=[CH:29][CH:28]=3)=[CH:20][CH:21]=2)=[N:9][CH:10]=[C:11]([CH3:13])[CH:12]=1 |f:4.5|. Starting materials: CC(C)(C)c1cc2c(c(C(C)(C)C)c1)OC(=O)C2O, ClCCl, CC(=O)NC1CCN(C)C(C)(C)C1C, Cc1ccc(S(=O)(=O)O)cc1. Reaction SMILES: [C:1]([CH3:2])([CH3:3])([CH3:4])[c:5]1[cH:6][c:7]([C:16]([CH3:17])([CH3:18])[CH3:19])[c:8]2[c:9]([cH:15]1)[CH:10]([OH:14])[C:11](=[O:13])[O:12]2.[Cl:45][CH2:46][Cl:47].[NH:31]([CH:32]1[CH2:33][CH2:34][N:35]([CH3:36])[C:37]([CH3:38])([CH3:39])[CH:40]1[CH3:41])[C:42]([CH3:43])=[O:44].[c:20]1([CH3:21])[cH:22][cH:23][c:24]([S:25]([OH:26])(=[O:27])=[O:28])[cH:29][cH:30]1>>[C:1]([CH3:2])([CH3:3])([CH3:4])[c:5]1[cH:6][c:7]([C:16]([CH3:17])([CH3:18])[CH3:19])[c:8]2[c:9]([cH:15]1)[C:10](=[O:14])[C:11](=[O:13])[O:12]2. Yields the product CC(C)(C)c1cc2c(c(C(C)(C)C)c1)OC(=O)C2=O. Reactants: CC(C)(C)OC(=O)NN=C1CCN(C(=O)OCC2c3ccccc3-c3ccccc32)CC1, CC(=O)O, [H][H], O=[Pt]. Yields the product CC(C)(C)OC(=O)NNC1CCN(C(=O)OCC2c3ccccc3-c3ccccc32)CC1. As a reaction SMILES: [C:1]([CH3:2])([CH3:3])([CH3:4])[O:5][C:6](=[O:7])[NH:8][N:9]=[C:10]1[CH2:11][CH2:12][N:13]([C:16](=[O:17])[O:18][CH2:19][CH:20]2[c:21]3[cH:22][cH:23][cH:24][cH:25][c:26]3-[c:27]3[cH:28][cH:29][cH:30][cH:31][c:32]32)[CH2:14][CH2:15]1.[CH3:35][C:36](=[O:37])[OH:38].[H:33][H:34].[Pt:39]=[O:40]>>[C:1]([CH3:2])([CH3:3])([CH3:4])[O:5][C:6](=[O:7])[NH:8][NH:9][CH:10]1[CH2:11][CH2:12][N:13]([C:16](=[O:17])[O:18][CH2:19][CH:20]2[c:21]3[cH:22][cH:23][cH:24][cH:25][c:26]3-[c:27]3[cH:28][cH:29][cH:30][cH:31][c:32]32)[CH2:14][CH2:15]1. The reactants are BrC1=C(C(=CC=2C(=CCC(C12)(C)C)C(C)C)C(C)=O)O (1-(4-bromo-3-hydroxy-8-isopropyl-5,5-dimethyl-5,6-dihydro-naphthalen-2-yl)-ethanone), C([O-])([O-])=O.[K+].[K+] (potassium carbonate), C(C)I (ethyl iodide). Run in CC(=O)C (acetone), O (water). Yields the product BrC1=C(C(=CC=2C(=CCC(C12)(C)C)C(C)C)C(C)=O)OCC (1-(4-Bromo-3-ethoxy-8-isopropyl-5,5-dimethyl-5,6-dihydro-naphthalen-2-yl)-ethanone). RXN SMILES: [Br:1][C:2]1[C:11]2[C:10]([CH3:13])([CH3:12])[CH2:9][CH:8]=[C:7]([CH:14]([CH3:16])[CH3:15])[C:6]=2[CH:5]=[C:4]([C:17](=[O:19])[CH3:18])[C:3]=1[OH:20].C(=O)([O-])[O-].[K+].[K+].[CH2:27](I)[CH3:28]>CC(C)=O.O>[Br:1][C:2]1[C:11]2[C:10]([CH3:13])([CH3:12])[CH2:9][CH:8]=[C:7]([CH:14]([CH3:16])[CH3:15])[C:6]=2[CH:5]=[C:4]([C:17](=[O:19])[CH3:18])[C:3]=1[O:20][CH2:27][CH3:28] |f:1.2.3|. Procedure: A mixture of 1-(4-bromo-3-hydroxy-8-isopropyl-5,5-dimethyl-5,6-dihydro-naphthalen-2-yl)-ethanone (Compound A-106, 1.61 g, 4.77 mmol), potassium carbonate (1.97 g, 14.31 mmol) and ethyl iodide (3.8 mL, 47.7 mmol) in acetone (50 mL) was heated to reflux for 16 h. The reaction mixture was cooled to room temperature, diluted with water and extracted with diethyl ether. The combined ethereal layers were washed with water, brine, dried (Na2SO4), filtered and concentrated in vacuo to give the title com... Starting materials: O=C1C=C(Br)C(=O)c2ccccc21, CC(=O)[O-], CC(=O)[O-], Cc1ccccc1, C1CCC(P(C2CCCCC2)C2CCCCC2)CC1, [K+], [K+], [K+], O, OB(O)c1ccc(O)cc1, O=P([O-])([O-])[O-], [Pd+2]. Product: O=C1C=C(c2ccc(O)cc2)C(=O)c2ccccc21. Reaction SMILES: [Br:1][C:2]1=[CH:11][C:10](=[O:12])[c:9]2[c:4]([cH:5][cH:6][cH:7][cH:8]2)[C:3]1=[O:13].[C:51]([O-:52])(=[O:53])[CH3:54].[C:56]([O-:57])(=[O:58])[CH3:59].[CH3:61][c:62]1[cH:63][cH:64][cH:65][cH:66][cH:67]1.[CH:32]1([P:33]([CH:34]2[CH2:35][CH2:36][CH2:37][CH2:38][CH2:39]2)[CH:40]2[CH2:41][CH2:42][CH2:43][CH2:44][CH2:45]2)[CH2:46][CH2:47][CH2:48][CH2:49][CH2:50]1.[K+:29].[K+:30].[K+:31].[OH2:60].[OH:14][c:15]1[cH:16][cH:17][c:18]([B:21]([OH:22])[OH:23])[cH:19][cH:20]1.[P:24]([O-:25])([O-:26])([O-:27])=[O:28].[Pd+2:55]>>[C:2]1([c:18]2[cH:17][cH:16][c:15]([OH:14])[cH:20][cH:19]2)=[CH:11][C:10](=[O:12])[c:9]2[c:4]([cH:5][cH:6][cH:7][cH:8]2)[C:3]1=[O:13]. Run in O1CCCC1 (tetrahydrofuran), ether-tetrahydrofuran. Reactants: II (iodine), O (Water), O=C(CC(=O)OCC)CC (Ethyl 3-oxopentanoate), [H-].[Na+] (sodium hydride). Yield: 91.0%. Procedure details: Ethyl 3-oxopentanoate (72 g, 0.5 mol) is added dropwise in a nitrogen atmosphere to a suspension of sodium hydride (0.52 mol) in 300 ml of 1:1 anhydrous ether-tetrahydrofuran. After one hour, a solution of iodine (63.5 g, 0.25 mol) in tetrahydrofuran (150 ml) is added and the resulting mixture stirred at ambient temperature for an additional one hour. Water (250 ml) is added and the phases separated. The ether solution is washed with two 50 ml portions of sodium sulfite and dried over sodium sul... Reaction conditions: time 1 hour. Yields the product C(CC)(=O)C(C(=O)OCC)C(C(=O)OCC)C(CC)=O (diethyl α,β-dipropionylsuccinate). Reaction SMILES: [O:1]=[C:2]([CH2:9][CH3:10])[CH2:3][C:4]([O:6][CH2:7][CH3:8])=[O:5].[H-].[Na+].II.[OH2:15]>O1CCCC1>[C:2]([CH:3]([CH:3]([C:2](=[O:1])[CH2:9][CH3:10])[C:4]([O:6][CH2:7][CH3:8])=[O:15])[C:4]([O:6][CH2:7][CH3:8])=[O:5])(=[O:1])[CH2:9][CH3:10] |f:1.2|. Starting materials: S(=O)(=O)(C1=CC=C(C)C=C1)OCCC1COC2=C(O1)C=CC=C2 (2-(2-tosyloxyethyl)-1,4-benzodioxan), N1CCC(CC1)N1C(NCC1)=O (1-(4-piperidyl)-2-imidazolidinone), C([O-])([O-])=O.[Na+].[Na+] (sodium carbonate). The solvent is CC(CC(C)=O)C (4-methyl-2-pentanone). Yields the product O1C(COC2=C1C=CC=C2)CCN2CCC(CC2)N2C(NCC2)=O (1-[1-[2-(1,4-benzodioxan-2-yl)-ethyl]-4-piperidyl]-2-imidazolidinone). As a reaction SMILES: S(O[CH2:12][CH2:13][CH:14]1[O:19][C:18]2[CH:20]=[CH:21][CH:22]=[CH:23][C:17]=2[O:16][CH2:15]1)(C1C=CC(C)=CC=1)(=O)=O.[NH:24]1[CH2:29][CH2:28][CH:27]([N:30]2[CH2:34][CH2:33][NH:32][C:31]2=[O:35])[CH2:26][CH2:25]1.C(=O)([O-])[O-].[Na+].[Na+]>CC(C)CC(=O)C>[O:19]1[C:18]2[CH:20]=[CH:21][CH:22]=[CH:23][C:17]=2[O:16][CH2:15][CH:14]1[CH2:13][CH2:12][N:24]1[CH2:25][CH2:26][CH:27]([N:30]2[CH2:34][CH2:33][NH:32][C:31]2=[O:35])[CH2:28][CH2:29]1 |f:2.3.4|. Procedure: The mixture of 4.9 g of 2-(2-tosyloxyethyl)-1,4-benzodioxan, 2.54 g of 1-(4-piperidyl)-2-imidazolidinone, 5 g of anhydrous sodium carbonate and 100 ml of 4-methyl-2-pentanone is stirred and refluxed for 3 days. It is filtered, evaporated and the residue recrystallized from isopropanol, to yield the 1-[1-[2-(1,4-benzodioxan-2-yl)-ethyl]-4-piperidyl]-2-imidazolidinone of the formula ##STR9## melting at 125°. The reactants are C(C)(=O)O[C@@H]1C=CO[C@@H]([C@H]1OC(C)=O)COS(=O)(=O)C1=CC=C(C)C=C1 (3,4-Di-O-acetyl-1,2-dideoxy-6-O-tosyl-D-arabinohex-1-enopyranose), [N-]=[N+]=[N-].[Na+] (sodium azide). Reaction conditions: time 24 hour. The product is C(C)(=O)O[C@@H]1C=CO[C@@H]([C@H]1OC(C)=O)CN=[N+]=[N-] (3,4-di-O-acetyl-6-azido-1,2,6-trideoxy-D-arabinohex-1-enopyranose). The solvent is CN(P(=O)(N(C)C)N(C)C)C (hexamethylphosphoramide). Reaction SMILES: [C:1]([O:4][C@H:5]1[C@H:10]([O:11][C:12](=[O:14])[CH3:13])[C@@H:9]([CH2:15]OS(C2C=CC(C)=CC=2)(=O)=O)[O:8][CH:7]=[CH:6]1)(=[O:3])[CH3:2].[N-:27]=[N+:28]=[N-:29].[Na+]>CN(C)P(N(C)C)(N(C)C)=O>[C:1]([O:4][C@H:5]1[C@H:10]([O:11][C:12](=[O:14])[CH3:13])[C@@H:9]([CH2:15][N:27]=[N+:28]=[N-:29])[O:8][CH:7]=[CH:6]1)(=[O:3])[CH3:2] |f:1.2|. Procedure: 3,4-Di-O-acetyl-1,2-dideoxy-6-O-tosyl-D-arabinohex-1-enopyranose (50g.) was dissolved in hexamethylphosphoramide (800 ml.) and sodium azide (34 g.) was added and the solution was stirred at 25° for 24 hours. The hexamethylphosphoramide was distilled off under high vacuum and the residue was taken up in chloroform and washed with water. The chloroform extract was dried (MgSO4), filtered and evaporated to give a crude gum which was chromatographed on a silica gel column (150 × 7.5 cm.) using 7% ac...